This data is from the Open Reaction Database (ORD), a public repository of structured organic reaction records. The task is: describe an organic reaction: reactants, conditions, products, and yield The reactants are Cl.C12CNCC(CC(C1)CO)C2 (3-azabicyclo[3.3.1]non-7-ylmethanol hydrochloride), FC(C1=C(C=O)C=CC(=C1)C(F)(F)F)(F)F (2,4-bis(trifluoromethyl)benzaldehyde), [OH-].[Na+] (sodium hydroxide), C(C)(=O)O[BH-](OC(C)=O)OC(C)=O.[Na+] (sodium triacetoxyborohydride). Run in C1CCOC1 (THF). Run at time 1 hour. Yields the product FC(C1=C(CN2CC3CC(CC(C2)C3)CO)C=CC(=C1)C(F)(F)F)(F)F ({3-[2,4-bis(trifluoromethyl)benzyl]-3-azabicyclo[3.3.1]non-7-yl}methanol). Reaction SMILES: Cl.[CH:2]12[CH2:12][CH:6]([CH2:7][CH:8]([CH2:10][OH:11])[CH2:9]1)[CH2:5][NH:4][CH2:3]2.[F:13][C:14]([F:28])([F:27])[C:15]1[CH:22]=[C:21]([C:23]([F:26])([F:25])[F:24])[CH:20]=[CH:19][C:16]=1[CH:17]=O.C(O[BH-](OC(=O)C)OC(=O)C)(=O)C.[Na+].[OH-].[Na+]>C1COCC1>[F:13][C:14]([F:27])([F:28])[C:15]1[CH:22]=[C:21]([C:23]([F:26])([F:24])[F:25])[CH:20]=[CH:19][C:16]=1[CH2:17][N:4]1[CH2:3][CH:2]2[CH2:12][CH:6]([CH2:7][CH:8]([CH2:10][OH:11])[CH2:9]2)[CH2:5]1 |f:0.1,3.4,5.6|. Procedure details: To a solution of 3-azabicyclo[3.3.1]non-7-ylmethanol hydrochloride (2.54 g) in THF (66.2 mL) was added 2,4-bis(trifluoromethyl)benzaldehyde (2.82 mL). The reaction mixture was stirred at room temperature for 1 hr, and sodium triacetoxyborohydride (5.62 g) was added. The mixture was further stirred at room temperature for 30 min and poured into 0.1M aqueous sodium hydroxide solution, and the mixture was extracted with ethyl acetate. The extract was washed with saturated brine, and dried over anhy... Reactants: O=C([O-])[O-], COc1ccc(C(=O)C=CC(=O)O)cc1Cl, [K+], [K+], CN(C)C=O, CCOS(=O)(=O)OCC. Yields the product CCOC(=O)C=CC(=O)c1ccc(OC)c(Cl)c1. RXN SMILES: [C:26](=[O:27])([O-:28])[O-:29].[Cl:1][c:2]1[cH:3][c:4]([C:10]([CH:11]=[CH:12][C:13](=[O:14])[OH:15])=[O:16])[cH:5][cH:6][c:7]1[O:8][CH3:9].[K+:30].[K+:31].[O:32]=[CH:33][N:34]([CH3:35])[CH3:36].[S:17]([O:18][CH2:19][CH3:20])([O:23][CH2:21][CH3:22])(=[O:24])=[O:25]>>[Cl:1][c:2]1[cH:3][c:4]([C:10]([CH:11]=[CH:12][C:13](=[O:14])[O:15][CH2:21][CH3:22])=[O:16])[cH:5][cH:6][c:7]1[O:8][CH3:9]. Starting materials: [H-].[Na+] (NaH), C[C@@H]1NC(O[C@H]1C=1SC=CN1)=O ((4S,5R)-4-Methyl-5-thiazol-2-yl-oxazolidin-2-one), ClC1=NC(=NC(=C1)Cl)N1CCOCC1 (4-(4,6-dichloropyrimidin-2-yl)morpholine). Solvent: CN(C)C=O (DMF), CN(C)C=O (DMF). Reaction conditions: temperature 0 celsius, time 30 minute. Product: ClC1=CC(=NC(=N1)N1CCOCC1)N1C(O[C@H]([C@@H]1C)C=1SC=CN1)=O ((4S,5R)-3-(6-Chloro-2-morpholin-4-yl-pyrimidin-4-yl)-4-methyl-5-thiazol-2-yl-oxazolidin-2-one). Yield: 47.4%. RXN SMILES: [CH3:1][C@H:2]1[C@H:6]([C:7]2[S:8][CH:9]=[CH:10][N:11]=2)[O:5][C:4](=[O:12])[NH:3]1.[H-].[Na+].[Cl:15][C:16]1[CH:21]=[C:20](Cl)[N:19]=[C:18]([N:23]2[CH2:28][CH2:27][O:26][CH2:25][CH2:24]2)[N:17]=1>CN(C=O)C>[Cl:15][C:16]1[N:17]=[C:18]([N:23]2[CH2:28][CH2:27][O:26][CH2:25][CH2:24]2)[N:19]=[C:20]([N:3]2[C@@H:2]([CH3:1])[C@H:6]([C:7]3[S:8][CH:9]=[CH:10][N:11]=3)[O:5][C:4]2=[O:12])[CH:21]=1 |f:1.2|. Procedure: (4S,5R)-4-Methyl-5-thiazol-2-yl-oxazolidin-2-one (4.70 g, 20.1 mmol) was dissolved in 70 mL of DMF and cooled to 0° C. NaH (964 mg, 60% in oil, 24.1 mmol) was added under argon, and the reaction mixture was stirred for 30 minutes at 0° C. 4-(4,6-dichloropyrimidin-2-yl)morpholine (3.70 g, 20.1 mmol) dissolved in 30 mL of DMF was added, and the reaction mixture was stirred for 3 hours at 0° C., followed by stirring at RT for 2 hours. The reaction was then quenched by addition of aqueous NH4Cl, fol... Starting materials: ClC1=CC=C(C=N1)C(C)=O (1-(6-chloropyridin-3-yl)ethanone), C[Li] (methyllithium). The solvent is C1CCOC1 (THF). Reaction conditions: time 1 hour. The product is ClC1=CC=C(C=N1)C(C)(C)O (2-(6-chloropyridin-3-yl)propan-2-ol). Isolated yield 44.7%. RXN SMILES: [Cl:1][C:2]1[N:7]=[CH:6][C:5]([C:8](=[O:10])[CH3:9])=[CH:4][CH:3]=1.[CH3:11][Li]>C1COCC1>[Cl:1][C:2]1[N:7]=[CH:6][C:5]([C:8]([OH:10])([CH3:11])[CH3:9])=[CH:4][CH:3]=1. Reported procedure: To a solution of 1-(6-chloropyridin-3-yl)ethanone (2.0 g, 12.85 mmol) in THF (Volume: 25 mL) was added methyllithium (16.07 mL, 25.7 mmol) at 0° C. The reaction was stirred for 1 hr and allowed to warm to room temperature. The resulting deep red solution was quenched with water (Volume: 50 mL), extracted with EtOAc (1×50 mL), and the organic layer was dried over MgSO4. The organic phase was filtered and the filtrate was evaporated to dryness via rotary evaporation. The resulting material was pur... Reactants: CCC1(c2c[nH]cn2)Cc2ccccc2C1=O, CCOC(C)=O, ClCc1ccc(Cl)cc1. Yields the product CCC1(c2cn(Cc3ccc(Cl)cc3)cn2)Cc2ccccc2C1=O. RXN SMILES: [CH2:1]([CH3:2])[C:3]1([c:13]2[n:14][cH:15][nH:16][cH:17]2)[C:4](=[O:12])[c:5]2[cH:6][cH:7][cH:8][cH:9][c:10]2[CH2:11]1.[CH3:27][CH2:28][O:29][C:30](=[O:31])[CH3:32].[Cl:18][c:19]1[cH:20][cH:21][c:22]([CH2:23][Cl:24])[cH:25][cH:26]1>>[CH2:1]([CH3:2])[C:3]1([c:13]2[n:14][cH:15][n:16]([CH2:23][c:22]3[cH:21][cH:20][c:19]([Cl:18])[cH:26][cH:25]3)[cH:17]2)[C:4](=[O:12])[c:5]2[cH:6][cH:7][cH:8][cH:9][c:10]2[CH2:11]1.